Task: describe an organic reaction: reactants, conditions, products, and yield. Dataset: the Open Reaction Database (ORD), a public repository of structured organic reaction records The reactants are BrC1=NC=C(C(=N1)NC1=NNC(=C1)C1CC1)Cl (2-bromo-5-chloro-N-(5-cyclopropyl-1H-pyrazol-3-yl)pyrimidin-4-amine), C1(CC1)C1=CC(=NN1)NC1=NC(=NC=C1)C1=CC=C(S1)S(=O)(=O)N (5-(4-(5-cyclopropyl-1H-pyrazol-3-ylamino)pyrimidin-2-yl)thiophene-2-sulfonamide). Product: ClC=1C(=NC(=NC1)C1=CC=C(S1)S(=O)(=O)N)NC1=NNC(=C1)C1CC1 (5-(5-chloro-4-(5-cyclopropyl-1H-pyrazol-3-ylamino)pyrimidin-2-yl)thiophene-2-sulfonamide). RXN SMILES: Br[C:2]1[N:7]=[C:6]([NH:8][C:9]2[CH:13]=[C:12]([CH:14]3[CH2:16][CH2:15]3)[NH:11][N:10]=2)[C:5]([Cl:17])=[CH:4][N:3]=1.C1(C2NN=C(NC3C=CN=C([C:33]4[S:37][C:36]([S:38]([NH2:41])(=[O:40])=[O:39])=[CH:35][CH:34]=4)N=3)C=2)CC1>>[Cl:17][C:5]1[C:6]([NH:8][C:9]2[CH:13]=[C:12]([CH:14]3[CH2:16][CH2:15]3)[NH:11][N:10]=2)=[N:7][C:2]([C:33]2[S:37][C:36]([S:38]([NH2:41])(=[O:40])=[O:39])=[CH:35][CH:34]=2)=[N:3][CH:4]=1. Reported procedure: Using 2-bromo-5-chloro-N-(5-cyclopropyl-1H-pyrazol-3-yl)pyrimidin-4-amine as starting material, following same procedure as described in Compound 50, the HCl salt of 5-(5-chloro-4-(5-cyclopropyl-1H-pyrazol-3-ylamino)pyrimidin-2-yl)thiophene-2-sulfonamide (Compound 42) was prepared (92.7 mg, 33.4%). LC-MS (m/z)=397.0 [M+H]+; 1H NMR (400 MHz, DMSO-d6): 0.78-0.79 (m, 2H), 1.00-1.02 (m, 2H), 1.97-1.99 (m, 1H), 6.42 (s, 1H), 7.59 (d, J=4.4 Hz, 1H), 7.78 (d, J=3.6 Hz, 1H), 7.84 (s, 2H), 8.50 (s, 1H), ... The reactants are ClC1=CC=C(C=C1)CCCCCl (1-chloro-4-(4-chlorobutyl)benzene), C(CC)N1C=NC=C1 (1-propyl-1H-imidazole). Conditions: temperature 130 celsius. Product: [Cl-].ClC1=CC=C(C=C1)CCCC[N+]1=CN(C=C1)CCC (1-[4-(4-Chlorophenyl)butyl]-3-propylimidazolium chloride). Reaction SMILES: [Cl:1][C:2]1[CH:7]=[CH:6][C:5]([CH2:8][CH2:9][CH2:10][CH2:11]Cl)=[CH:4][CH:3]=1.[CH2:13]([N:16]1[CH:20]=[CH:19][N:18]=[CH:17]1)[CH2:14][CH3:15]>>[Cl-:1].[Cl:1][C:2]1[CH:7]=[CH:6][C:5]([CH2:8][CH2:9][CH2:10][CH2:11][N+:18]2[CH:19]=[CH:20][N:16]([CH2:13][CH2:14][CH3:15])[CH:17]=2)=[CH:4][CH:3]=1 |f:2.3|. Procedure: Add 7.13 g (0.035 mole) of 1-chloro-4-(4-chlorobutyl)benzene to 3.52 g (0.032 mole) of 1-propyl-1H-imidazole and heat to 130° C. for 18 hours. Follow the progress of reaction by NMR (CDCl3). At the completion of the reaction, cool to room temperature to obtain the title compound. Reactants: C(\C=C\C(=O)O)(=O)O (fumaric acid), C(CCC)NC([C@@H](C[C@@H]([C@H](CN1C(CN(C(C1)=O)C1=C(C=CC(=C1)F)Cl)(C)C)N)O)C(C)C)=O ((2S,4S,5S)-5-amino-6-[4-(2-chloro-5-fluorophenyl)-2,2-dimethyl-5-oxopiperazin-1-yl]-4-hydroxy-2-isopropylhexanoic acid butylamide), FC(C(=O)O)(F)F (trifluoroacetic acid), C(C)(C)(C)OC(N[C@H]([C@H](C[C@@H](C(C)C)C(NCCCC)=O)O)CN1C(CN(C(C1)=O)C1=C(C=CC(=C1)F)Cl)(C)C)=O ({(1S,2S,4S)-4-Butylcarbamoyl-1-[4-(2-chloro-5-fluorophenyl)-2,2-dimethyl-5-oxopiperazin-1-ylmethyl]-2-hydroxy-5-methylhexyl}carbamic acid t-butyl ester). Run in C(Cl)Cl (methylene chloride), CO (methanol). Conditions: time 30 minute. Product: C(\C=C\C(=O)O)(=O)O.C(CCC)NC([C@@H](C[C@@H]([C@H](CN1C(CN(C(C1)=O)C1=C(C=CC(=C1)F)Cl)(C)C)N)O)C(C)C)=O ((2S,4S,5S)-5-Amino-6-[4-(2-chloro-5-fluorophenyl)-2,2-dimethyl-5-oxopiperazin-1-yl]-4-hydroxy-2-isopropylhexanoic acid butylamide fumarate). The yield is 85.2%. Reaction SMILES: FC(F)(F)C(O)=O.C(OC(=O)[NH:14][C@@H:15]([CH2:30][N:31]1[CH2:36][C:35](=[O:37])[N:34]([C:38]2[CH:43]=[C:42]([F:44])[CH:41]=[CH:40][C:39]=2[Cl:45])[CH2:33][C:32]1([CH3:47])[CH3:46])[C@@H:16]([OH:29])[CH2:17][C@H:18]([C:22](=[O:28])[NH:23][CH2:24][CH2:25][CH2:26][CH3:27])[CH:19]([CH3:21])[CH3:20])(C)(C)C.[C:49]([OH:56])(=[O:55])/[CH:50]=[CH:51]/[C:52]([OH:54])=[O:53].C(NC(=O)[C@H](C(C)C)C[C@H](O)[C@@H](N)CN1CC(=O)N(C2C=C(F)C=CC=2Cl)CC1(C)C)CCC>C(Cl)Cl.CO>[C:49]([OH:56])(=[O:55])/[CH:50]=[CH:51]/[C:52]([OH:54])=[O:53].[CH2:24]([NH:23][C:22](=[O:28])[C@H:18]([CH:19]([CH3:21])[CH3:20])[CH2:17][C@H:16]([OH:29])[C@@H:15]([NH2:14])[CH2:30][N:31]1[CH2:36][C:35](=[O:37])[N:34]([C:38]2[CH:43]=[C:42]([F:44])[CH:41]=[CH:40][C:39]=2[Cl:45])[CH2:33][C:32]1([CH3:46])[CH3:47])[CH2:25][CH2:26][CH3:27] |f:6.7|. Procedure: 0.98 ml of trifluoroacetic acid (12.7 mmol) was added to a solution of 254 mg of {(1S,2S,4S)-4-butylcarbamoyl-1-[4-(2-chloro-5-fluorophenyl)-2,2-dimethyl-5-oxopiperazin-1-ylmethyl]-2-hydroxy-5-methylhexyl}carbamic acid t-butyl ester obtained in Example (62g) (0.42 mmol) in methylene chloride (1.9 ml) at room temperature, and the mixture was stirred at the same temperature for 30 minutes. The reaction mixture was concentrated under reduced pressure and diluted with a saturated sodium bicarbonate ... Starting materials: COC1=CC(=CC=2C(CCC(C12)(C)C)(C)C)C (1-Methoxy-3,5,5,8,8-pentamethyl-5,6,7,8-tetrahydronaphthalene), C1N2CN3CN1CN(C2)C3 (hexamethylenetetramine), FC(C(=O)O)(F)F (trifluoroacetic acid). Run at time 0.5 hour. The product is C(=O)C1=C(C=2C(CCC(C2C=C1C)(C)C)(C)C)OC (2-formyl-1-methoxy-3,5,5,8,8-pentamethyl-5,6,7,8-tetrahydronaphthalene). As a reaction SMILES: [CH3:1][O:2][C:3]1[C:12]2[C:11]([CH3:14])([CH3:13])[CH2:10][CH2:9][C:8]([CH3:16])([CH3:15])[C:7]=2[CH:6]=[C:5]([CH3:17])[CH:4]=1.C1N2CN3CN(C2)CN1C3.FC(F)(F)[C:30](O)=[O:31]>>[CH:30]([C:4]1[C:5]([CH3:17])=[CH:6][C:7]2[C:8]([CH3:16])([CH3:15])[CH2:9][CH2:10][C:11]([CH3:13])([CH3:14])[C:12]=2[C:3]=1[O:2][CH3:1])=[O:31]. Procedure details: Formylation. 1-Methoxy-3,5,5,8,8-pentamethyl-5,6,7,8-tetrahydronaphthalene (50 g, 0.2155 mol) was added to a stirred mixture of hexamethylenetetramine (31.4 g, 0.224 mol) and trifluoroacetic acid (250 mL) at 35°-40° C., under a nitrogen atmosphere. The stirred reaction mixture was heated to 85°-90° C. and maintained at this temperature for 1.5 h. Trifluoroacetic acid was removed by distillation and the residue was poured onto an ice-water mixture (800 mL). The mixture was then stirred for 0.5 h,... Starting materials: COC1=CC=C(CN2C=C(C=3C(=CC=CC23)C(=O)OC)CCNCC23CCN(CC2)CC3)C=C1 (methyl 1-(4-methoxybenzyl)-3-(2-(quinuclidin-4-ylmethylamino)ethyl)-1H-indole-4-carboxylate), O.[OH-].[Li+] (lithium hydroxide monohydrate). The solvent is O1CCCC1.O (tetrahydrofuran water). As a reaction SMILES: [CH3:1][O:2][C:3]1[CH:34]=[CH:33][C:6]([CH2:7][N:8]2[C:16]3[CH:15]=[CH:14][CH:13]=[C:12]([C:17]([O:19]C)=[O:18])[C:11]=3[C:10]([CH2:21][CH2:22][NH:23][CH2:24][C:25]34[CH2:32][CH2:31][N:28]([CH2:29][CH2:30]3)[CH2:27][CH2:26]4)=[CH:9]2)=[CH:5][CH:4]=1.O.[OH-].[Li+:37]>O1CCCC1.O>[CH3:1][O:2][C:3]1[CH:34]=[CH:33][C:6]([CH2:7][N:8]2[C:16]3[CH:15]=[CH:14][CH:13]=[C:12]([C:17]([O-:19])=[O:18])[C:11]=3[C:10]([CH2:21][CH2:22][NH:23][CH2:24][C:25]34[CH2:26][CH2:27][N:28]([CH2:29][CH2:30]3)[CH2:31][CH2:32]4)=[CH:9]2)=[CH:5][CH:4]=1.[Li+:37] |f:1.2.3,4.5,6.7|. Yields the product COC1=CC=C(CN2C=C(C=3C(=CC=CC23)C(=O)[O-])CCNCC23CCN(CC2)CC3)C=C1.[Li+] (lithium 1-(4-methoxybenzyl)-3-(2-(quinuclidin-4-ylmethylamino)ethyl)-1H-indole-4-carboxylate). Reported procedure: A mixture of methyl 1-(4-methoxybenzyl)-3-(2-(quinuclidin-4-ylmethylamino)ethyl)-1H-indole-4-carboxylate (520 mg, 1.1 mmol) from Step D above and lithium hydroxide monohydrate (142 mg, 3.4 mmol) in tetrahydrofuran/water (30 mL, 1:1) was stirred at reflux until the reaction was complete by LC-MS. The solvent was removed under reduced pressure to give lithium 1-(4-methoxybenzyl)-3-(2-(quinuclidin-4-ylmethylamino)ethyl)-1H-indole-4-carboxylate as a white solid (878 mg, crude): 1H NMR (500 MHz, CD3O... The reactants are CC(C)(C)OC(=O)N1CCC2(CCCOC2)CC1, CC(=O)Cl, CO. The product is C1COCC2(C1)CCNCC2. RXN SMILES: [CH2:5]1[O:6][CH2:7][CH2:8][CH2:9][C:10]12[CH2:11][CH2:12][N:13]([C:16]([O:17][C:18]([CH3:19])([CH3:20])[CH3:21])=[O:22])[CH2:14][CH2:15]2.[CH3:1][C:2](=[O:3])[Cl:4].[CH3:23][OH:24]>>[CH2:5]1[O:6][CH2:7][CH2:8][CH2:9][C:10]12[CH2:11][CH2:12][NH:13][CH2:14][CH2:15]2. Starting materials: [H-].[Na+] (NaH), C(=O)(OC(C)(C)C)N1CCC(CC1)O (N-Boc-4-Hydroxypiperidine), C(C=C)Br (allyl bromide). The solvent is CN(C)C=O (DMF), CN(C)C=O (DMF). Run at time 10 minute. The product is EtOAc hexanes, C(=O)(OC(C)(C)C)N1CCC(CC1)OCC=C (3-[(N-Boc-Piperidin-4-yl)oxy]propene). The yield is 20.0%. RXN SMILES: [H-].[Na+].[C:3]([N:10]1[CH2:15][CH2:14][CH:13]([OH:16])[CH2:12][CH2:11]1)([O:5][C:6]([CH3:9])([CH3:8])[CH3:7])=[O:4].[CH2:17](Br)[CH:18]=[CH2:19]>CN(C=O)C>[C:3]([N:10]1[CH2:15][CH2:14][CH:13]([O:16][CH2:19][CH:18]=[CH2:17])[CH2:12][CH2:11]1)([O:5][C:6]([CH3:9])([CH3:8])[CH3:7])=[O:4] |f:0.1|. Procedure: To a suspension of NaH (0.48 g, 11.9 mmol; 60% dispersion) in dry DMF (50 mL) at 0° C. was added a solution of 21-2 (2.0 g, 9.9 mmol) in DMF (15 mL). After 10 min, the cooling bath was removed, but then returned after another 10 min, followed by addition of allyl bromide (4.3 mL, 50 mmol). After 1.5 h, the reaction was quenched with 10% KHSO4 and then diluted with H2O (90 mL). The reaction mixture was extracted with EtOAc, the layers separated, and the EtOAc portion washed with H2O, 5% KHSO4, sa...